Dataset: the Open Reaction Database (ORD), a public repository of structured organic reaction records. Task: describe an organic reaction: reactants, conditions, products, and yield Reactants: N[C@@H](CC1=CC=CC=C1)[C@H](C[C@H](CC1=CC=CC=C1)NC(=O)OC(C)(C)C)O ([2S,3S,5S]-2-Amino-3-hydroxy-5-t-butyloxycarbonylamino-1,6-diphenylhexane), C(CCC(=O)[O-])(=O)[O-] (succinate), 2L, CC1=C(OCC(=O)Cl)C(=CC=C1)C (2,6-dimethyl-phenoxyacetyl chloride), C(=O)(O)[O-].[Na+] (NaHCO3). Run in CCOC(=O)C (EtOAc), CCOC(=O)C (EtOAc), O (H2O). Product: CC1=C(OCC(=O)N[C@@H](CC2=CC=CC=C2)[C@H](C[C@H](CC2=CC=CC=C2)NC(=O)OC(C)(C)C)O)C(=CC=C1)C ((2S, 3S, 5S) -2-(2,6-Dimethylphenoxyacetyl) amino-3-hydroxy-5-(t-butyloxycarbonylamino)-1,6-diphenylhexane). RXN SMILES: [NH2:1][C@H:2]([C@@H:10]([OH:28])[CH2:11][C@@H:12]([NH:20][C:21]([O:23][C:24]([CH3:27])([CH3:26])[CH3:25])=[O:22])[CH2:13][C:14]1[CH:19]=[CH:18][CH:17]=[CH:16][CH:15]=1)[CH2:3][C:4]1[CH:9]=[CH:8][CH:7]=[CH:6][CH:5]=1.C([O-])(=O)CCC([O-])=O.C([O-])(O)=O.[Na+].[CH3:42][C:43]1[CH:53]=[CH:52][CH:51]=[C:50]([CH3:54])[C:44]=1[O:45][CH2:46][C:47](Cl)=[O:48]>CCOC(C)=O.O>[CH3:42][C:43]1[CH:53]=[CH:52][CH:51]=[C:50]([CH3:54])[C:44]=1[O:45][CH2:46][C:47]([NH:1][C@H:2]([C@@H:10]([OH:28])[CH2:11][C@@H:12]([NH:20][C:21]([O:23][C:24]([CH3:25])([CH3:27])[CH3:26])=[O:22])[CH2:13][C:14]1[CH:15]=[CH:16][CH:17]=[CH:18][CH:19]=1)[CH2:3][C:4]1[CH:5]=[CH:6][CH:7]=[CH:8][CH:9]=1)=[O:48] |f:2.3|. Procedure details: [2S,3S,5S]-2-Amino-3-hydroxy-5-t-butyloxycarbonylamino-1,6-diphenylhexane×0.5 succinate (111.9 g, 0.25 mol) was charged to a 2L, 3-necked round-bottomed flask with mechanical stirring. NaHCO3 (106 g, 1.26 mol), 600 ml H2O and 600 ml EtOAc were added and stirred vigorously until all solids were dissolved (15 minutes). Stirring was slowed and a solution of the 2,6-dimethyl-phenoxyacetyl chloride and EtOAc (100 ml) was added in a narrow stream via addition funnel. After 30 min of stirring, starting... The reactants are C1COCCO1, O=S(=O)(Nc1cccc(-c2nc(N3CCOCC3)sc2-c2ccnc(Cl)n2)c1F)c1ccoc1, [NH4+], [OH-]. Product: Nc1nccc(-c2sc(N3CCOCC3)nc2-c2cccc(NS(=O)(=O)c3ccoc3)c2F)n1. As a reaction SMILES: [CH2:37]1[O:38][CH2:39][CH2:40][O:41][CH2:42]1.[Cl:1][c:2]1[n:3][cH:4][cH:5][c:6](-[c:8]2[c:9](-[c:19]3[c:20]([F:34])[c:21]([NH:25][S:26](=[O:27])(=[O:28])[c:29]4[cH:30][o:31][cH:32][cH:33]4)[cH:22][cH:23][cH:24]3)[n:10][c:11]([N:13]3[CH2:14][CH2:15][O:16][CH2:17][CH2:18]3)[s:12]2)[n:7]1.[NH4+:35].[OH-:36]>>[c:2]1([NH2:35])[n:3][cH:4][cH:5][c:6](-[c:8]2[c:9](-[c:19]3[c:20]([F:34])[c:21]([NH:25][S:26](=[O:27])(=[O:28])[c:29]4[cH:30][o:31][cH:32][cH:33]4)[cH:22][cH:23][cH:24]3)[n:10][c:11]([N:13]3[CH2:14][CH2:15][O:16][CH2:17][CH2:18]3)[s:12]2)[n:7]1. Reported procedure: 1-(4-Methoxybutyl)-N-(2-methylpropyl)-N-[(3S,5R)-5-(morpholin-4-ylcarbonyl)piperidin-3-yl]-1H-benzimidazole-2-carboxamide (24.4 g) was dissolved in ethyl acetate (225 ml), and the mixture was heated to 45-55° C. 4M Hydrogen chloride-ethyl acetate (12.8 ml) was added dropwise, and the precipitate was dissolved at the same temperature. After confirmation of dissolution, heptane (75 ml) was added dropwise, and the mixture was cooled to 25-35° C. The seed crystal (45 mg) was added and the mixture wa... Yields the product Cl.COCCCCN1C(=NC2=C1C=CC=C2)C(=O)N([C@@H]2CNC[C@@H](C2)C(=O)N2CCOCC2)CC(C)C (1-(4-methoxybutyl)-N-(2-methylpropyl)-N-[(3S,5R)-5-(morpholin-4-ylcarbonyl)piperidin-3-yl]-1H-benzimidazole-2-carboxamide hydrochloride). Reactants: crystal, COCCCCN1C(=NC2=C1C=CC=C2)C(=O)N([C@@H]2CNC[C@@H](C2)C(=O)N2CCOCC2)CC(C)C (1-(4-Methoxybutyl)-N-(2-methylpropyl)-N-[(3S,5R)-5-(morpholin-4-ylcarbonyl)piperidin-3-yl]-1H-benzimidazole-2-carboxamide), C(C)(=O)OCC.Cl (Hydrogen chloride-ethyl acetate), CCCCCCC (heptane), CCCCCCC (heptane). Run in C(C)(=O)OCC (ethyl acetate). As a reaction SMILES: [CH3:1][O:2][CH2:3][CH2:4][CH2:5][CH2:6][N:7]1[C:11]2[CH:12]=[CH:13][CH:14]=[CH:15][C:10]=2[N:9]=[C:8]1[C:16]([N:18]([CH2:33][CH:34]([CH3:36])[CH3:35])[C@H:19]1[CH2:24][C@@H:23]([C:25]([N:27]2[CH2:32][CH2:31][O:30][CH2:29][CH2:28]2)=[O:26])[CH2:22][NH:21][CH2:20]1)=[O:17].C(OCC)(=O)C.[ClH:43].CCCCCCC>C(OCC)(=O)C>[ClH:43].[CH3:1][O:2][CH2:3][CH2:4][CH2:5][CH2:6][N:7]1[C:11]2[CH:12]=[CH:13][CH:14]=[CH:15][C:10]=2[N:9]=[C:8]1[C:16]([N:18]([CH2:33][CH:34]([CH3:36])[CH3:35])[C@H:19]1[CH2:24][C@@H:23]([C:25]([N:27]2[CH2:32][CH2:31][O:30][CH2:29][CH2:28]2)=[O:26])[CH2:22][NH:21][CH2:20]1)=[O:17] |f:1.2,5.6|. Run at temperature 50 celsius, time 30 minute. The reactants are C1(CC1)CN1CCN(CC1)[C@H]1CC[C@H](CC1)N ((cis)-4-[4-(cyclopropylmethyl)piperazin-1-yl]cyclohexanamine), crude compound, C(C)(C)N1[C@H](C(N(C=2C=NC(=NC12)NC=1C=CC(=C2CCOC21)C(=O)O)C)=O)CC (7-[[(7S)-8-isopropyl-7-ethyl-5-methyl-6-oxo-7H-pteridin-2-yl]amino]-2,3-dihydrobenzofuran-4-carboxylic acid), F[B-](F)(F)F.N1(N=NC2=C1C=CC=C2)OC(=[N+](C)C)N(C)C (O-(benzotriazol-1-yl)-N,N,N′,N′-tetra methyluronium tetrafluoroborate), C(C)(C)N(CC)C(C)C (diisopropylethylamine), N (ammonia). Run in ClCCl (dichloromethane). Reaction conditions: time 2 hour. Product: C1(CC1)CN1CCN(CC1)[C@H]1CC[C@H](CC1)NC(=O)C=1C=CC(=C2C1CCO2)NC2=NC=1N([C@H](C(N(C1C=N2)C)=O)CC)C(C)C (N-[(cis)-4-[4-(cyclopropylmethyl)piperazin-1-yl]cyclohexyl]-7-[[(7S)-7-ethyl-8-isopropyl-5-methyl-6-oxo-7H-pteridin-2-yl]amino]-2,3-dihydrobenzofuran-4-carboxamide). Isolated yield 73.1%. RXN SMILES: [CH:1]1([CH2:4][N:5]2[CH2:10][CH2:9][N:8]([C@@H:11]3[CH2:16][CH2:15][C@H:14]([NH2:17])[CH2:13][CH2:12]3)[CH2:7][CH2:6]2)[CH2:3][CH2:2]1.[CH:18]([N:21]1[C:30]2[N:29]=[C:28]([NH:31][C:32]3[CH:33]=[CH:34][C:35]([C:41](O)=[O:42])=[C:36]4[C:40]=3[O:39][CH2:38][CH2:37]4)[N:27]=[CH:26][C:25]=2[N:24]([CH3:44])[C:23](=[O:45])[C@@H:22]1[CH2:46][CH3:47])([CH3:20])[CH3:19].F[B-](F)(F)F.N1(OC(N(C)C)=[N+](C)C)C2C=CC=CC=2N=N1.C(N(C(C)C)CC)(C)C.N>ClCCl>[CH:1]1([CH2:4][N:5]2[CH2:10][CH2:9][N:8]([C@@H:11]3[CH2:16][CH2:15][C@H:14]([NH:17][C:41]([C:35]4[CH:34]=[CH:33][C:32]([NH:31][C:28]5[N:27]=[CH:26][C:25]6[N:24]([CH3:44])[C:23](=[O:45])[C@H:22]([CH2:46][CH3:47])[N:21]([CH:18]([CH3:19])[CH3:20])[C:30]=6[N:29]=5)=[C:40]5[O:39][CH2:38][CH2:37][C:36]=45)=[O:42])[CH2:13][CH2:12]3)[CH2:7][CH2:6]2)[CH2:2][CH2:3]1 |f:2.3|. Procedure: (cis)-4-[4-(Cyclopropylmethyl)piperazin-1-yl]cyclohexanamine 12e (577 mg, 2.43 mmol), the crude compound 7-[[(7S)-8-isopropyl-7-ethyl-5-methyl-6-oxo-7H-pteridin-2-yl]amino]-2,3-dihydrobenzofuran-4-carboxylic acid 43e (1 g, 2.43 mmol), O-(benzotriazol-1-yl)-N,N,N′,N′-tetra methyluronium tetrafluoroborate (780 mg, 2.43 mmol) and diisopropylethylamine (690 mg, 5.35 mmol) were dissolved in 60 mL of dichloromethane. The reaction solution was stirred for 2 hours. The resulting mixture was added with 5... Starting materials: CNC(CC(=O)OCC)C (ethyl 3-(N-methyl-amino)butanoate), C(C=C)(=O)OCC (ethyl acrylate). Run at temperature 110 celsius, time 18 hour. The product is CN(CCC(=O)OCC)C(CC(=O)OCC)C (Ethyl 3-(N-methyl-N-(2-ethoxycarbonyleth-1-yl)amino)butanoate). The yield is 67.2%. RXN SMILES: [CH3:1][NH:2][CH:3]([CH3:10])[CH2:4][C:5]([O:7][CH2:8][CH3:9])=[O:6].[C:11]([O:15][CH2:16][CH3:17])(=[O:14])[CH:12]=[CH2:13]>>[CH3:1][N:2]([CH:3]([CH3:10])[CH2:4][C:5]([O:7][CH2:8][CH3:9])=[O:6])[CH2:13][CH2:12][C:11]([O:15][CH2:16][CH3:17])=[O:14]. Reported procedure: A mixture of 54.4 gm (0.374 mole) ethyl 3-(N-methyl-amino)butanoate and 100 gm (0.999 mole) ethyl acrylate was heated at 110° C. with stirring for 18 hours. The reaction mixture was cooled to room temperature and then distilled under reduced pressure to provide 61.7 gm (67.1%) of the desired compound. Reactants: CN(C)C=O, COc1ccc2c(c1)C13CCNC(C2)C1(OC)C(C)CC(=O)C3, BrCC1CCC1, Cl, [Na+], O=C([O-])O. Yields the product COc1ccc2c(c1)C13CCN(CC4CCC4)C(C2)C1(OC)C(C)CC(=O)C3, Cl. As a reaction SMILES: [CH3:36][N:37]([CH3:38])[CH:39]=[O:40].[CH3:7][O:8][c:9]1[cH:10][cH:11][c:12]2[c:21]([cH:22]1)[C:20]13[C:15]([O:28][CH3:29])([CH:14]([CH2:13]2)[NH:25][CH2:24][CH2:23]1)[CH:16]([CH3:27])[CH2:17][C:18](=[O:26])[CH2:19]3.[CH:30]1([CH2:34][Br:35])[CH2:31][CH2:32][CH2:33]1.[ClH:6].[Na+:5].[O-:1][C:2]([OH:3])=[O:4]>>[CH3:7][O:8][c:9]1[cH:10][cH:11][c:12]2[c:21]([cH:22]1)[C:20]13[C:15]([O:28][CH3:29])([CH:14]([CH2:13]2)[N:25]([CH2:34][CH:30]2[CH2:31][CH2:32][CH2:33]2)[CH2:24][CH2:23]1)[CH:16]([CH3:27])[CH2:17][C:18](=[O:26])[CH2:19]3.[ClH:6]. Starting materials: O.[OH-].[Li+] (Lithium hydroxide monohydrate), COC(CC1=CC2=CC=C(C=C2C(=C1C)C1=CC=C(C=C1)S(=O)(=O)C1=CC=C(C=C1)Cl)F)=O ({4-[4-(4-chloro-benzenesulfonyl)-phenyl]-6-fluoro-3-methyl-naphthalen-2-yl}-acetic acid methyl ester). The solvent is hexanes, C1CCOC1.O (THF H2O). Conditions: time 16 hour. Product: ClC1=CC=C(C=C1)S(=O)(=O)C1=CC=C(C=C1)C1=C(C(=CC2=CC=C(C=C12)F)CC(=O)O)C ({4-[4-(4-chloro-benzenesulfonyl)-phenyl]-6-fluoro-3-methyl-naphthalen-2-yl}-acetic acid). Yield: 98.2%. Reaction SMILES: O.[OH-].[Li+].C[O:5][C:6](=[O:36])[CH2:7][C:8]1[C:17]([CH3:18])=[C:16]([C:19]2[CH:24]=[CH:23][C:22]([S:25]([C:28]3[CH:33]=[CH:32][C:31]([Cl:34])=[CH:30][CH:29]=3)(=[O:27])=[O:26])=[CH:21][CH:20]=2)[C:15]2[C:10](=[CH:11][CH:12]=[C:13]([F:35])[CH:14]=2)[CH:9]=1>C1COCC1.O>[Cl:34][C:31]1[CH:30]=[CH:29][C:28]([S:25]([C:22]2[CH:21]=[CH:20][C:19]([C:16]3[C:15]4[C:10](=[CH:11][CH:12]=[C:13]([F:35])[CH:14]=4)[CH:9]=[C:8]([CH2:7][C:6]([OH:36])=[O:5])[C:17]=3[CH3:18])=[CH:24][CH:23]=2)(=[O:26])=[O:27])=[CH:33][CH:32]=1 |f:0.1.2,4.5|. Procedure details: Lithium hydroxide monohydrate (0.013 g, 0.30 mmol) was added to a stirred solution of {4-[4-(4-chloro-benzenesulfonyl)-phenyl]-6-fluoro-3-methyl-naphthalen-2-yl}-acetic acid methyl ester (0.037 g, 0.076 mmol) in a 3:1 THF—H2O mixture (4 mL). The reaction mixture was stirred for 16 hours at room temperature. The THF was distilled off under reduced pressure, and the crude residue was diluted with water, acidified [pH˜2] via the drop-wise addition of an aqueous solution of hydrochloric acid (6.0 N)... Starting materials: [I-].C[S+](=O)(C)C (trimethylsulphoxonium iodide), CC(C)([O-])C.[K+] (potassium tert-butoxide), C(=O)C(CC(C(C)C)CC1=CC2=C(C=CC=C2C=C1)OCCOC)NC(OC(C)(C)C)=O (tert-butyl {1-formyl-3-[8-(2-methoxyethoxy)naphthalen-2-ylmethyl]-4-methylpentyl}carbamate), O1CCCC1 (tetrahydrofuran). Solvent: CS(=O)C (dimethyl sulphoxide). Run at temperature 0 celsius. Product: COCCOC=1C=CC=C2C=CC(=CC12)CC(CC(C1OC1)NC(OC(C)(C)C)=O)C(C)C (tert-Butyl {3-[8-(2-methoxyethoxy)naphthalen-2-ylmethyl]-4-methyl-1-oxiranylpentyl}carbamate). Reaction SMILES: [I-].C[S+](C)(C)=O.[CH3:7]C(C)([O-])C.[K+].O1CCCC1.[CH:18]([CH:20]([NH:42][C:43](=[O:49])[O:44][C:45]([CH3:48])([CH3:47])[CH3:46])[CH2:21][CH:22]([CH2:26][C:27]1[CH:36]=[CH:35][C:34]2[C:29](=[C:30]([O:37][CH2:38][CH2:39][O:40][CH3:41])[CH:31]=[CH:32][CH:33]=2)[CH:28]=1)[CH:23]([CH3:25])[CH3:24])=[O:19]>CS(C)=O>[CH3:41][O:40][CH2:39][CH2:38][O:37][C:30]1[CH:31]=[CH:32][CH:33]=[C:34]2[C:29]=1[CH:28]=[C:27]([CH2:26][CH:22]([CH:23]([CH3:25])[CH3:24])[CH2:21][CH:20]([NH:42][C:43](=[O:49])[O:44][C:45]([CH3:47])([CH3:46])[CH3:48])[CH:18]1[CH2:7][O:19]1)[CH:36]=[CH:35]2 |f:0.1,2.3|. Procedure: 3.87 g of trimethylsulphoxonium iodide and 1.98 g of potassium tert-butoxide are stirred under high vacuum overnight, admixed with 24 ml of tetrahydrofuran and subsequently cooled to 0° C. A solution of 3.03 g of tert-butyl {1-formyl-3-[8-(2-methoxyethoxy)naphthalen-2-ylmethyl]-4-methylpentyl}carbamate in 24 ml of dimethyl sulphoxide is added dropwise. On completion of reaction (TLC monitoring), the reaction mixture is partitioned between water and tert-butyl methyl ether, and the aqueous phase ... Reactants: COC(=O)C1(CC1)O (1-Hydroxy-cyclopropanecarboxylic acid methyl ester), [H-].[Na+] (NaH), C(C1=CC=CC=C1)Br (Benzyl bromide). Solvent: CCOC(=O)C (EtOAc), C1CCOC1 (THF). Conditions: time 8 hour. Product: COC(=O)C1(CC1)OCC1=CC=CC=C1 (1-benzyloxy-cyclopropanecarboxylic acid methyl ester). The yield is 43.6%. RXN SMILES: [CH3:1][O:2][C:3]([C:5]1([OH:8])[CH2:7][CH2:6]1)=[O:4].[H-].[Na+].[CH2:11](Br)[C:12]1[CH:17]=[CH:16][CH:15]=[CH:14][CH:13]=1>C1COCC1.CCOC(C)=O>[CH3:1][O:2][C:3]([C:5]1([O:8][CH2:11][C:12]2[CH:17]=[CH:16][CH:15]=[CH:14][CH:13]=2)[CH2:7][CH2:6]1)=[O:4] |f:1.2|. Procedure details: 1-Hydroxy-cyclopropanecarboxylic acid methyl ester (Acros; 1.00 g, 8.61 mmol) in 24 mL of THF was stirred with 516 mg (12.9 mmol) of NaH (60% in mineral oil) for 10 min. Benzyl bromide (1.13 mL, 9.37 mmol) and Bu4I (0.32 g, 0.85 mmol) were then added, and the mixture was stirred overnight. The mixture was diluted with EtOAc and washed with saturated NH4Cl. The wash was extracted once with EtOAc, and the combined extracts were washed with brine, dried with Na2SO4, filtered, concentrated, and chro... Reactants: COC([C@@H](N)CC1=CC=C(C=C1)NC(=O)C1=C(C=CC=C1Cl)Cl)=O (4-[[(2,6-dichlorophenyl)carbonyl]amino]-L-phenylalanine methyl ester), C(C)(=O)C1=C(C(=O)O)C(=CC=C1)C (2-acetyl-6-methylbenzoic acid). Yields the product C(C)(=O)C1=C(C(=CC=C1)C)C(=O)N[C@@H](CC1=CC=C(C=C1)NC(=O)C1=C(C=CC=C1Cl)Cl)C(=O)O (N-[(2-Acetyl-6-methylphenyl)carbonyl]-4-[[(2,6-dichlorophenyl)carbonyl]amino]-L-phenylalanine). The yield is 38.0%. As a reaction SMILES: C[O:2][C:3](=[O:24])[C@H:4]([CH2:6][C:7]1[CH:12]=[CH:11][C:10]([NH:13][C:14]([C:16]2[C:21]([Cl:22])=[CH:20][CH:19]=[CH:18][C:17]=2[Cl:23])=[O:15])=[CH:9][CH:8]=1)[NH2:5].[C:25]([C:28]1[CH:36]=[CH:35][CH:34]=[C:33]([CH3:37])[C:29]=1[C:30](O)=[O:31])(=[O:27])[CH3:26]>>[C:25]([C:28]1[CH:36]=[CH:35][CH:34]=[C:33]([CH3:37])[C:29]=1[C:30]([NH:5][C@H:4]([C:3]([OH:2])=[O:24])[CH2:6][C:7]1[CH:8]=[CH:9][C:10]([NH:13][C:14]([C:16]2[C:17]([Cl:23])=[CH:18][CH:19]=[CH:20][C:21]=2[Cl:22])=[O:15])=[CH:11][CH:12]=1)=[O:31])(=[O:27])[CH3:26]. Reported procedure: N-[(2-Acetyl-6-methylphenyl)carbonyl]-4-[[(2,6-dichlorophenyl)carbonyl]amino]-L-phenylalanine was prepared in 38% yield from 4-[[(2,6-dichlorophenyl)carbonyl]amino]-L-phenylalanine methyl ester and 2-acetyl-6-methylbenzoic acid using the general procedure described in example 3. HR MS: Obs. mass, 547.0579. Calcd. mass, 547.0594 (M+Na).